This data is from the Open Reaction Database (ORD), a public repository of structured organic reaction records. The task is: describe an organic reaction: reactants, conditions, products, and yield Reactants: FC(COC1=NC=C(C=C1)C(C(F)(F)F)O)(F)F (2-(2,2,2-trifluoroethoxy)-5-(2,2,2-trifluoro-1-hydroxyethyl)pyridine), O (water), Br (HBr), OO (H2O2). The reagents and catalysts are S(=O)(=O)(O)[O-].C(CCC)[N+](CCCC)(CCCC)CCCC (tetrabutylammonium hydrogen sulfate). Run in C(Cl)(Cl)Cl (chloroform). Product: FC(COC1=NC=C(C=C1)C(C(F)(F)F)=O)(F)F (2-(2,2,2-trifluoroethoxy)-5-trifluoroacetylpyridine). Yield: 63.6%. As a reaction SMILES: [F:1][C:2]([F:18])([F:17])[CH2:3][O:4][C:5]1[CH:10]=[CH:9][C:8]([CH:11]([OH:16])[C:12]([F:15])([F:14])[F:13])=[CH:7][N:6]=1.Br.OO.O>S([O-])(O)(=O)=O.C([N+](CCCC)(CCCC)CCCC)CCC.C(Cl)(Cl)Cl>[F:18][C:2]([F:1])([F:17])[CH2:3][O:4][C:5]1[CH:10]=[CH:9][C:8]([C:11](=[O:16])[C:12]([F:13])([F:14])[F:15])=[CH:7][N:6]=1 |f:4.5|. Procedure: 2.6 g (0.0095 mol) of 2-(2,2,2-trifluoroethoxy)-5-(2,2,2-trifluoro-1-hydroxyethyl)pyridine and 0.18 g (0.0005 mol) of tetrabutylammonium hydrogen sulfate are dissolved in 10 ml of chloroform at room temperature and 1.07 ml of a 48% strength aqueous solution of HBr are added. 4.24 ml (0.041 mol) of a 30% strength solution of H2O2 are slowly added dropwise at about 45° C. with vigorous stirring and the mixture is stirred for a further 24 hours. The reaction mixture is added to 200 ml of water, the... RXN SMILES: [Al+3:2].[F:12][CH:13]([O:14][c:15]1[n:16][cH:17][c:18]([C:19](=[O:20])[O:21][CH2:22][CH3:23])[c:24]([CH3:26])[cH:25]1)[F:27].[H-:1].[H-:4].[H-:5].[H-:6].[Li+:3].[Na+:29].[O:7]1[CH2:8][CH2:9][CH2:10][CH2:11]1.[OH-:28].[OH2:30]>>[F:12][CH:13]([O:14][c:15]1[n:16][cH:17][c:18]([CH:19]=[O:20])[c:24]([CH3:26])[cH:25]1)[F:27]. Starting materials: [Al+3], CCOC(=O)c1cnc(OC(F)F)cc1C, [H-], [H-], [H-], [H-], [Li+], [Na+], C1CCOC1, [OH-], O. The product is Cc1cc(OC(F)F)ncc1C=O. Reactants: CCOC(=O)C (EtOAc), C(=O)(O)[O-].[Na+] (NaHCO3), ClC1=NC=C(C2=CC=CC=C12)CC=1C=NC(=CC1)OC (1-chloro-4-[(6-methoxy-pyridin-3-yl)methyl]-isoquinoline). Run in C(Cl)(Cl)Cl (chloroform). Reaction conditions: temperature 60 celsius, time 8 hour. The product is ClC1=NC=C(C2=CC=CC=C12)CC=1C=NC(=CC1)O (1-chloro-4-[(6-hydroxy-pyridin-3-yl)methyl]-isoquinoline). Reaction SMILES: [Cl:1][C:2]1[C:11]2[C:6](=[CH:7][CH:8]=[CH:9][CH:10]=2)[C:5]([CH2:12][C:13]2[CH:14]=[N:15][C:16]([O:19]C)=[CH:17][CH:18]=2)=[CH:4][N:3]=1.CCOC(C)=O.C([O-])(O)=O.[Na+]>C(Cl)(Cl)Cl>[Cl:1][C:2]1[C:11]2[C:6](=[CH:7][CH:8]=[CH:9][CH:10]=2)[C:5]([CH2:12][C:13]2[CH:14]=[N:15][C:16]([OH:19])=[CH:17][CH:18]=2)=[CH:4][N:3]=1 |f:2.3|. Procedure details: Under exclusion of moisture, to 500 mg (1.76 mmol) of 1-chloro-4-[(6-methoxy-pyridin-3-yl)methyl]-isoquinoline (step 28.6) in 9 ml of chloroform, 488 μl (3.58 mmol) of Me3Sil are added. Then the mixture is stirred for 8 h at 60° C. Dilution of the mixture with EtOAc and NaHCO3-solution, stirring and filtration of the suspension yields 1-chloro-4-[(6-hydroxy-pyridin-3-yl)methyl]-isoquinoline, contaminated with 1-iodo-4-[(6-hydroxy-pyridin-3-yl)methyl]-isoquinoline; FAB-MS: (M+H)+=271chloride/363i...